This data is from the Open Reaction Database (ORD), a public repository of structured organic reaction records. The task is: describe an organic reaction: reactants, conditions, products, and yield The reactants are N1N=CN=C1 (1,2,4-triazole), FC1=C(C(=C(C(=C1B(C1=C(C(=C(C(=C1F)F)F)F)F)C1=C(C(=C(C(=C1F)F)F)F)F)F)F)F)F (tris(pentafluorophenyl)borane), C(CCCCCCCCCCCCCCCCC)N(C)CCCCCCCCCCCCCCCCCC (dioctadecylmethylamine). The solvent is C1(=CC=CC=C1)C (toluene). The product is FC1=C(C(=C(C(=C1B(C1=C(C(=C(C(=C1F)F)F)F)F)C1=C(C(=C(C(=C1F)F)F)F)F)F)F)F)F.FC1=C(C(=C(C(=C1B(C1=C(C(=C(C(=C1F)F)F)F)F)C1=C(C(=C(C(=C1F)F)F)F)F)F)F)F)F.C(CCCCCCCCCCCCCCCCC)[NH+](C)CCCCCCCCCCCCCCCCCC.N1N=[C-]N=C1 (Dioctadecylmethylammonium bis(tris(Pentafluorophenyl)borane) 1,2,4-triazolide). RXN SMILES: [NH:1]1[CH:5]=[N:4][CH:3]=[N:2]1.[F:6][C:7]1[C:12]([B:13]([C:25]2[C:30]([F:31])=[C:29]([F:32])[C:28]([F:33])=[C:27]([F:34])[C:26]=2[F:35])[C:14]2[C:19]([F:20])=[C:18]([F:21])[C:17]([F:22])=[C:16]([F:23])[C:15]=2[F:24])=[C:11]([F:36])[C:10]([F:37])=[C:9]([F:38])[C:8]=1[F:39].[CH2:40]([N:58]([CH2:60][CH2:61][CH2:62][CH2:63][CH2:64][CH2:65][CH2:66][CH2:67][CH2:68][CH2:69][CH2:70][CH2:71][CH2:72][CH2:73][CH2:74][CH2:75][CH2:76][CH3:77])[CH3:59])[CH2:41][CH2:42][CH2:43][CH2:44][CH2:45][CH2:46][CH2:47][CH2:48][CH2:49][CH2:50][CH2:51][CH2:52][CH2:53][CH2:54][CH2:55][CH2:56][CH3:57]>C1(C)C=CC=CC=1>[F:31][C:30]1[C:25]([B:13]([C:12]2[C:7]([F:6])=[C:8]([F:39])[C:9]([F:38])=[C:10]([F:37])[C:11]=2[F:36])[C:14]2[C:15]([F:24])=[C:16]([F:23])[C:17]([F:22])=[C:18]([F:21])[C:19]=2[F:20])=[C:26]([F:35])[C:27]([F:34])=[C:28]([F:33])[C:29]=1[F:32].[F:31][C:30]1[C:25]([B:13]([C:12]2[C:7]([F:6])=[C:8]([F:39])[C:9]([F:38])=[C:10]([F:37])[C:11]=2[F:36])[C:14]2[C:15]([F:24])=[C:16]([F:23])[C:17]([F:22])=[C:18]([F:21])[C:19]=2[F:20])=[C:26]([F:35])[C:27]([F:34])=[C:28]([F:33])[C:29]=1[F:32].[CH2:60]([NH+:58]([CH2:40][CH2:41][CH2:42][CH2:43][CH2:44][CH2:45][CH2:46][CH2:47][CH2:48][CH2:49][CH2:50][CH2:51][CH2:52][CH2:53][CH2:54][CH2:55][CH2:56][CH3:57])[CH3:59])[CH2:61][CH2:62][CH2:63][CH2:64][CH2:65][CH2:66][CH2:67][CH2:68][CH2:69][CH2:70][CH2:71][CH2:72][CH2:73][CH2:74][CH2:75][CH2:76][CH3:77].[NH:1]1[CH:5]=[N:4][C-:3]=[N:2]1 |f:4.5.6.7|. Reported procedure: 1,2,4-triazole (0.1349 g, 1.953 mmol), tris(pentafluorophenyl)borane (2.0000 g, 3.9063 mmol) and dioctadecylmethylamine (1.0469 g, 1.9531 mmol) were placed in a 50 mL flask, taken up in 21 mL of toluene and refluxed under argon for 5 hours. The volatiles were then stripped under vacuum. Yield, 2.702 g, 84.92 percent. The reactants are C1(=O)OCC2=CC=CC=C12 (phthalide), CO (Methanol), solution, [H-].C(C(C)C)[Al+]CC(C)C (diisobutylaluminum hydride), [H-].C(C(C)C)[Al+]CC(C)C (DIBAL), O (Water). The solvent is C1(=CC=CC=C1)C (toluene), C1(=CC=CC=C1)C (toluene). Conditions: temperature -78 celsius, time 30 minute. Product: OC1OCC2=C1C=CC=C2OC (1-hydroxy-4-methoxy-1,3-dihydrobenzo[c]furan). As a reaction SMILES: [C:1]1([C:10]2[C:5](=[CH:6][CH:7]=[CH:8][CH:9]=2)[CH2:4][O:3]1)=[O:2].[H-].C([Al+]CC(C)C)C(C)C.[CH3:21][OH:22].O>C1(C)C=CC=CC=1>[OH:2][CH:1]1[C:10]2[CH:9]=[CH:8][CH:7]=[C:6]([O:22][CH3:21])[C:5]=2[CH2:4][O:3]1 |f:1.2|. Procedure details: The phthalide (346 mg) prepared in reference example 33 was dissolved in toluene (20 ml). The solution was cooled to -78° C. A 1.76N solution of diisobutylaluminum hydride (DIBAL) in toluene (1.43 ml) was added dropwise to the cooled solution. The mixture was stirred for 30 min. at -78° C. Methanol (0.2 ml) was added to the reaction solution to decompose the excess DIBAL. Water was added to the reaction solution. A temperature of the solution was up to room temperature. The solution was stirred ... Starting materials: C(C1=CC=CC=C1)OC(N[C@@H](CCCNC(=O)OC(C)(C)C)C(=O)NCC(CNC(=O)OC(C)(C)C)O)=O (Benzyl{(1S)-4-[(tert-butoxycarbonyl)amino]-1-[({3-[(tert-butoxycarbonyl)amino]-2-hydroxypropyl}amino)carbonyl]butyl}carbamate). Reagents/catalysts: [Pd] (palladium on activated carbon). The solvent is C(C)O (ethanol). The product is C(C)(C)(C)OC(=O)NCCC[C@H](N)C(=O)NCC(CNC(=O)OC(C)(C)C)O (N5-(tert-Butoxycarbonyl)-N-{3-[(tert-butoxycarbonyl)amino]-2-hydroxypropyl}-L-ornithinamide). As a reaction SMILES: C(OC(=O)[NH:10][C@H:11]([C:23]([NH:25][CH2:26][CH:27]([OH:37])[CH2:28][NH:29][C:30]([O:32][C:33]([CH3:36])([CH3:35])[CH3:34])=[O:31])=[O:24])[CH2:12][CH2:13][CH2:14][NH:15][C:16]([O:18][C:19]([CH3:22])([CH3:21])[CH3:20])=[O:17])C1C=CC=CC=1>C(O)C.[Pd]>[C:19]([O:18][C:16]([NH:15][CH2:14][CH2:13][CH2:12][C@@H:11]([C:23]([NH:25][CH2:26][CH:27]([OH:37])[CH2:28][NH:29][C:30]([O:32][C:33]([CH3:36])([CH3:35])[CH3:34])=[O:31])=[O:24])[NH2:10])=[O:17])([CH3:22])([CH3:21])[CH3:20]. Procedure: Preparation takes place in analogy to Example 81A from 412 mg (0.76 mmol) of benzyl{(1S)-4-[(tert-butoxycarbonyl)amino]-1-[({3-[(tert-butoxycarbonyl)amino]-2-hydroxypropyl}amino)carbonyl]butyl}carbamate (Example 80A) in 50 ml of ethanol with the addition of 41 mg of palladium on activated carbon (10%). The product is reacted without further purification. The reactants are CCCCc1nc2c(N)nc3cccnc3c2n1CCCCN, O=C=Nc1ccccc1, C1CCOC1. Yields the product CCCCc1nc2c(N)nc3cccnc3c2n1CCCCNC(=O)Nc1ccccc1. As a reaction SMILES: [NH2:10][c:11]1[n:12][c:13]2[cH:14][cH:15][cH:16][n:17][c:18]2[c:19]2[c:20]1[n:21][c:22]([CH2:29][CH2:30][CH2:31][CH3:32])[n:23]2[CH2:24][CH2:25][CH2:26][CH2:27][NH2:28].[O:1]=[C:2]=[N:3][c:4]1[cH:5][cH:6][cH:7][cH:8][cH:9]1.[O:33]1[CH2:34][CH2:35][CH2:36][CH2:37]1>>[O:1]=[C:2]([NH:3][c:4]1[cH:5][cH:6][cH:7][cH:8][cH:9]1)[NH:28][CH2:27][CH2:26][CH2:25][CH2:24][n:23]1[c:19]2[c:18]3[c:13]([n:12][c:11]([NH2:10])[c:20]2[n:21][c:22]1[CH2:29][CH2:30][CH2:31][CH3:32])[cH:14][cH:15][cH:16][n:17]3. The reactants are CCN(CC)C(=O)N1CCc2cc(S(=O)(=O)N3C(=O)C(NCCC4CCN(C(=O)OC(C)(C)C)CC4)(c4ccccc4Cl)c4cc(Cl)ccc43)ccc21, ClCCl, O=C(O)C(F)(F)F. Product: O=C(O)C(F)(F)F, CCN(CC)C(=O)N1CCc2cc(S(=O)(=O)N3C(=O)C(NCCC4CCNCC4)(c4ccccc4Cl)c4cc(Cl)ccc43)ccc21, O. Reaction SMILES: [C:1]([CH3:4])([O:5][C:2](=[O:3])[N:8]1[CH2:9][CH2:10][CH:11]([CH2:14][CH2:15][NH:16][C:17]2([c:47]3[c:48]([Cl:53])[cH:49][cH:50][cH:51][cH:52]3)[C:18](=[O:46])[N:19]([S:27](=[O:28])(=[O:29])[c:30]3[cH:31][c:32]4[c:36]([cH:37][cH:38]3)[N:35]([C:39](=[O:40])[N:41]([CH2:42][CH3:43])[CH2:44][CH3:45])[CH2:34][CH2:33]4)[c:20]3[cH:21][cH:22][c:23]([Cl:26])[cH:24][c:25]32)[CH2:12][CH2:13]1)([CH3:6])[CH3:7].[Cl:61][CH2:62][Cl:63].[F:54][C:55]([C:56](=[O:57])[OH:58])([F:59])[F:60]>>[F:54][C:55]([C:56](=[O:57])[OH:58])([F:59])[F:60].[NH:8]1[CH2:9][CH2:10][CH:11]([CH2:14][CH2:15][NH:16][C:17]2([c:47]3[c:48]([Cl:53])[cH:49][cH:50][cH:51][cH:52]3)[C:18](=[O:46])[N:19]([S:27](=[O:28])(=[O:29])[c:30]3[cH:31][c:32]4[c:36]([cH:37][cH:38]3)[N:35]([C:39](=[O:40])[N:41]([CH2:42][CH3:43])[CH2:44][CH3:45])[CH2:34][CH2:33]4)[c:20]3[cH:21][cH:22][c:23]([Cl:26])[cH:24][c:25]32)[CH2:12][CH2:13]1.[OH2:5]. Starting materials: CC(Cc1ccc(C(Nc2ccc3c(N(C(=O)OC(C)(C)C)C(=O)OC(C)(C)C)nccc3c2)C(=O)NCc2cccc([N+](=O)[O-])c2)cc1)O[Si](C)(C)C(C)(C)C, CCCC[N+](CCCC)(CCCC)CCCC, C1CCOC1, [F-]. The product is CC(O)Cc1ccc(C(Nc2ccc3c(N(C(=O)OC(C)(C)C)C(=O)OC(C)(C)C)nccc3c2)C(=O)NCc2cccc([N+](=O)[O-])c2)cc1. Reaction SMILES: [C:1]([CH3:2])([CH3:3])([CH3:4])[O:5][C:6](=[O:7])[N:8]([c:9]1[n:10][cH:11][cH:12][c:13]2[cH:14][c:15]([NH:19][CH:20]([C:21](=[O:22])[NH:23][CH2:24][c:25]3[cH:26][c:27]([N+:31](=[O:32])[O-:33])[cH:28][cH:29][cH:30]3)[c:34]3[cH:35][cH:36][c:37]([CH2:40][CH:41]([CH3:42])[O:43][Si:44]([C:45]([CH3:46])([CH3:47])[CH3:48])([CH3:49])[CH3:50])[cH:38][cH:39]3)[cH:16][cH:17][c:18]12)[C:51](=[O:52])[O:53][C:54]([CH3:55])([CH3:56])[CH3:57].[CH2:59]([N+:60]([CH2:61][CH2:62][CH2:63][CH3:64])([CH2:65][CH2:66][CH2:67][CH3:68])[CH2:69][CH2:70][CH2:71][CH3:72])[CH2:73][CH2:74][CH3:75].[CH2:76]1[O:77][CH2:78][CH2:79][CH2:80]1.[F-:58]>>[C:1]([CH3:2])([CH3:3])([CH3:4])[O:5][C:6](=[O:7])[N:8]([c:9]1[n:10][cH:11][cH:12][c:13]2[cH:14][c:15]([NH:19][CH:20]([C:21](=[O:22])[NH:23][CH2:24][c:25]3[cH:26][c:27]([N+:31](=[O:32])[O-:33])[cH:28][cH:29][cH:30]3)[c:34]3[cH:35][cH:36][c:37]([CH2:40][CH:41]([CH3:42])[OH:43])[cH:38][cH:39]3)[cH:16][cH:17][c:18]12)[C:51](=[O:52])[O:53][C:54]([CH3:55])([CH3:56])[CH3:57].